From a dataset of the Open Reaction Database (ORD), a public repository of structured organic reaction records. describe an organic reaction: reactants, conditions, products, and yield Reactants: ClC=1C=CC=2N(N1)C(=NN2)C(F)(F)F (6-chloro-3-(trifluoromethyl)-[1,2,4]triazolo[4,3-b]pyridazine), [OH-].[NH4+] (ammonium hydroxide), O (water), CCOC(=O)C (EtOAc). The solvent is C1CCOC1 (THF). Conditions: temperature 60 celsius. The product is FC(C1=NN=C2N1N=C(C=C2)N)(F)F (3-(trifluoromethyl)-[1,2,4]triazolo[4,3-b]pyridazin-6-amine). Reaction SMILES: Cl[C:2]1[CH:3]=[CH:4][C:5]2[N:6]([C:8]([C:11]([F:14])([F:13])[F:12])=[N:9][N:10]=2)[N:7]=1.[OH-].[NH4+:16].O.CCOC(C)=O>C1COCC1>[F:12][C:11]([F:14])([F:13])[C:8]1[N:6]2[N:7]=[C:2]([NH2:16])[CH:3]=[CH:4][C:5]2=[N:10][N:9]=1 |f:1.2|. Procedure: A mixture of 6-chloro-3-(trifluoromethyl)-[1,2,4]triazolo[4,3-b]pyridazine (1.14 g, 5.1 mmol) and ammonium hydroxide (10 mL) in THF (10 mL) was heated to 60° C. for 18 h. The reaction mixture was cooled to room temperature and water and EtOAc were added. The aqueous layer was extracted with EtOAc (4×), the organics were combined, dried over sodium sulfate, and evaporated to dryness to afford 1 g of 3-(trifluoromethyl)-[1,2,4]triazolo[4,3-b]pyridazin-6-amine as beige solid. 1H NMR (300 MHz, DMSO-...